Dataset: the Open Reaction Database (ORD), a public repository of structured organic reaction records. Task: describe an organic reaction: reactants, conditions, products, and yield Starting materials: COC(C1=C(C=CC=C1)N1C(=C(C=C1C)C(NC1=CC=C(C=C1)S(=O)(=O)C)=O)C)=O (2-[3-(4-methanesulfonyl-phenylcarbamoyl)-2,5-dimethyl-pyrrol-1-yl]-benzoic acid methyl ester), [Li+].[OH-] (LiOH), C(C=1C(N)=CC=CC1)(=O)OC (methyl anthranilate). Run in CO.C1CCOC1 (MeOH THF), O (water). Reaction conditions: time 14 hour. Product: COC(C1=C(C=CC=C1)N1C(=C(C=C1C)C(NC1=CC=C(C=C1)S(=O)(=O)C)=O)C)=O (2-[3-(4-Methanesulfonyl-phenylcarbamoyl)-2,5-dimethyl-pyrrol-1-yl]-benzoic acid methyl ester), CS(=O)(=O)C1=CC=C(C=C1)NC(=O)C1=C(N(C(=C1)C)C1=C(C(=O)O)C=CC=C1)C (2-[3-(4-METHANESULFONYL-PHENYLCARBAMOYL)-2,5-DIMETHYL-PYRROL-1-YL]-BENZOIC ACID). The yield is 203.1%. Reaction SMILES: C(OC)(=O)C1C(=CC=CC=1)N.[CH3:12][O:13][C:14](=[O:41])[C:15]1[CH:20]=[CH:19][CH:18]=[CH:17][C:16]=1[N:21]1[C:25]([CH3:26])=[CH:24][C:23]([C:27](=[O:39])[NH:28][C:29]2[CH:34]=[CH:33][C:32]([S:35]([CH3:38])(=[O:37])=[O:36])=[CH:31][CH:30]=2)=[C:22]1[CH3:40].[Li+].[OH-]>CO.C1COCC1.O>[CH3:12][O:13][C:14](=[O:41])[C:15]1[CH:20]=[CH:19][CH:18]=[CH:17][C:16]=1[N:21]1[C:25]([CH3:26])=[CH:24][C:23]([C:27](=[O:39])[NH:28][C:29]2[CH:34]=[CH:33][C:32]([S:35]([CH3:38])(=[O:37])=[O:36])=[CH:31][CH:30]=2)=[C:22]1[CH3:40].[CH3:38][S:35]([C:32]1[CH:31]=[CH:30][C:29]([NH:28][C:27]([C:23]2[CH:24]=[C:25]([CH3:26])[N:21]([C:16]3[CH:17]=[CH:18][CH:19]=[CH:20][C:15]=3[C:14]([OH:41])=[O:13])[C:22]=2[CH3:40])=[O:39])=[CH:34][CH:33]=1)(=[O:37])=[O:36] |f:2.3,4.5|. Procedure: 2-[3-(4-Methanesulfonyl-phenylcarbamoyl)-2,5-dimethyl-pyrrol-1-yl]-benzoic acid methyl ester was prepared from methyl anthranilate in a manner similar to that described for Examples 1G. 1H-NMR (DMSO-d6): δ 9.58 (1H, s), 7.83 (2H, d, J=8.8), 7.79 (1H, dd J=7.8, 1.5), 7.63 (2H, d, J=7.8), 7.58 (1H, dd, J=7.8, 1.5). 7.48 (1H, td, J=7.6, 1.3), 7.21 (1H, dd, J=7.8, 1.0), 7.15 (1H, s), 6.42 (1H, d, J=1.0), 3.43 (3H, s), 2.96 (3H, s), 1.94 (3H, s), 1.66 (3H, s); MS (ESI): 427 (MH4). To a solution of 2-... Reactants: C(C1=CC=CC=C1)SC1=NN2C(C=C(C=C2Cl)C)=N1 (2-benzylthio-5-chloro-7-methyl[1,2,4]triazolo[1,5-a]pyridine), C[O-].[Na+] (sodium methoxide), CCCCCC (hexane), C(C)(=O)O (acetic acid). Run in CO (methanol), CO (methanol), ClCCl (dichloromethane). Reaction conditions: time 4 hour. Product: C(C1=CC=CC=C1)SC1=NN2C(C=C(C=C2OC)C)=N1 (2-Benzylthio-5-methoxy-7-methyl[1,2,4]triazolo[1,5-a]pyridine). As a reaction SMILES: [CH2:1]([S:8][C:9]1[N:19]=[C:12]2[CH:13]=[C:14]([CH3:18])[CH:15]=[C:16](Cl)[N:11]2[N:10]=1)[C:2]1[CH:7]=[CH:6][CH:5]=[CH:4][CH:3]=1.C[O-].[Na+].[C:23](O)(=[O:25])C.CCCCCC>CO.ClCCl>[CH2:1]([S:8][C:9]1[N:19]=[C:12]2[CH:13]=[C:14]([CH3:18])[CH:15]=[C:16]([O:25][CH3:23])[N:11]2[N:10]=1)[C:2]1[CH:7]=[CH:6][CH:5]=[CH:4][CH:3]=1 |f:1.2|. Procedure details: A mixture of 2-benzylthio-5-chloro-7-methyl[1,2,4]triazolo[1,5-a]pyridine (5.0 g, 0.017 mol), sodium methoxide in methanol (16 mL of 25 percent, 3.7 g, 0.070 mol) and methanol (100 mL) were heated at reflux with stirring for 4 hours. The reaction mixture was then cooled, acidified with acetic acid (10 mL), and concentrated by evaporation under reduced pressure. The residue obtained was dissolved in dichloromethane and the resulting solution was washed well with water, dried over magnesium sulfat... The reactants are Cc1cc(N2CCC(N3CCCC3C)C2)ccc1N, COc1ccc2cc(C(=O)O)oc2c1. Product: COc1ccc2cc(C(=O)Nc3ccc(N4CCC(N5CCCC5C)C4)cc3C)oc2c1. Reaction SMILES: [CH3:1][c:2]1[c:3]([NH2:19])[cH:4][cH:5][c:6]([N:8]2[CH2:9][CH:10]([N:13]3[CH:14]([CH3:18])[CH2:15][CH2:16][CH2:17]3)[CH2:11][CH2:12]2)[cH:7]1.[CH3:20][O:21][c:22]1[cH:23][c:24]2[c:25]([cH:26][c:27]([C:29](=[O:30])[OH:31])[o:28]2)[cH:32][cH:33]1>>[CH3:1][c:2]1[c:3]([NH:19][C:29]([c:27]2[cH:26][c:25]3[c:24]([cH:23][c:22]([O:21][CH3:20])[cH:33][cH:32]3)[o:28]2)=[O:30])[cH:4][cH:5][c:6]([N:8]2[CH2:9][CH:10]([N:13]3[CH:14]([CH3:18])[CH2:15][CH2:16][CH2:17]3)[CH2:11][CH2:12]2)[cH:7]1. The reactants are C([O-])([O-])=O.[K+].[K+] (potassium carbonate), C(C1=CC=CC=C1)OC=1C=C(C=CC1)C1=C(C(=C(C(=C1C)C#N)NC(C(F)(F)F)=O)OC)F (N-(3′-benzyloxy-5-cyano-2-fluoro-3-methoxy-6-methylbiphenyl-4-yl)-2,2,2-trifluoroacetamide). Run in CO (methanol). Run at temperature 70 celsius, time 8 hour. Yields the product NC1=C(C(=C(C(=C1OC)F)C1=CC(=CC=C1)OCC1=CC=CC=C1)C)C#N (4-Amino-3′-benzyloxy-3-cyano-6-fluoro-5-methoxy-2-methylbiphenyl). The yield is 87.2%. As a reaction SMILES: C(=O)([O-])[O-].[K+].[K+].[CH2:7]([O:14][C:15]1[CH:16]=[C:17]([C:21]2[C:26]([CH3:27])=[C:25]([C:28]#[N:29])[C:24]([NH:30]C(=O)C(F)(F)F)=[C:23]([O:37][CH3:38])[C:22]=2[F:39])[CH:18]=[CH:19][CH:20]=1)[C:8]1[CH:13]=[CH:12][CH:11]=[CH:10][CH:9]=1>CO>[NH2:30][C:24]1[C:23]([O:37][CH3:38])=[C:22]([F:39])[C:21]([C:17]2[CH:18]=[CH:19][CH:20]=[C:15]([O:14][CH2:7][C:8]3[CH:9]=[CH:10][CH:11]=[CH:12][CH:13]=3)[CH:16]=2)=[C:26]([CH3:27])[C:25]=1[C:28]#[N:29] |f:0.1.2|. Procedure: Aqueous potassium carbonate solution (20% w/v, 6.07 ml), methanol (12.1 ml) were added to N-(3′-benzyloxy-5-cyano-2-fluoro-3-methoxy-6-methylbiphenyl-4-yl)-2,2,2-trifluoroacetamide (I-53) (400 mg, 873 μmol), followed by stirring overnight at 70° C. After cooling, methanol was evaporated away under reduced pressure, saturated brine (50 ml) was added, the product was extracted with ethyl acetate (50 ml×2). The organic layer was dried over anhydrous magnesium sulfate, concentrated under reduced pre... The reactants are N[C@@H](C(=O)NC1C(N(C2=C(C=CC=C2C1)N1C(CCC1)=O)CC1=CSC=C1)=O)CC(C)C ((2R)-2-amino-4-methyl-N-[2-oxo-8-(2-oxopyrrolidin-1-yl)-1-(thiophen-3-ylmethyl)-1,2,3,4-tetrahydroquinolin-3-yl]pentanamide), C(C)(C)(C)OC(=O)NC(C(=O)O)(C)C (2-(tert-butoxycarbonylamino)-2-methylpropanoic acid). Yields the product CC(C(=O)N[C@@H](C(NC1C(N(C2=C(C=CC=C2C1)N1C(CCC1)=O)CC1=CSC=C1)=O)=O)CC(C)C)(C)NC(OC(C)(C)C)=O (tert-butyl 2-methyl-1-[(2R)-4-methyl-1-oxo-1-[2-oxo-8-(2-oxopyrrolidin-1-yl)-1-(thiophen-3-ylmethyl)-1,2,3,4-tetrahydroquinolin-3-ylamino]pentan-2-ylamino]-1-oxopropan-2-ylcarbamate). The yield is 90.6%. RXN SMILES: [NH2:1][C@H:2]([CH2:29][CH:30]([CH3:32])[CH3:31])[C:3]([NH:5][CH:6]1[CH2:15][C:14]2[C:9](=[C:10]([N:16]3[CH2:20][CH2:19][CH2:18][C:17]3=[O:21])[CH:11]=[CH:12][CH:13]=2)[N:8]([CH2:22][C:23]2[CH:27]=[CH:26][S:25][CH:24]=2)[C:7]1=[O:28])=[O:4].[C:33]([O:37][C:38]([NH:40][C:41]([CH3:46])([CH3:45])[C:42](O)=[O:43])=[O:39])([CH3:36])([CH3:35])[CH3:34]>>[CH3:46][C:41]([NH:40][C:38](=[O:39])[O:37][C:33]([CH3:36])([CH3:35])[CH3:34])([CH3:45])[C:42]([NH:1][C@H:2]([CH2:29][CH:30]([CH3:32])[CH3:31])[C:3](=[O:4])[NH:5][CH:6]1[CH2:15][C:14]2[C:9](=[C:10]([N:16]3[CH2:20][CH2:19][CH2:18][C:17]3=[O:21])[CH:11]=[CH:12][CH:13]=2)[N:8]([CH2:22][C:23]2[CH:27]=[CH:26][S:25][CH:24]=2)[C:7]1=[O:28])=[O:43]. Procedure details: The procedure of Example 14(a) was repeated, except that (2R)-2-amino-4-methyl-N-[2-oxo-8-(2-oxopyrrolidin-1-yl)-1-(thiophen-3-ylmethyl)-1,2,3,4-tetrahydroquinolin-3-yl]pentanamide (400 mg) and 2-(tert-butoxycarbonylamino)-2-methylpropanoic acid (215 mg) were used, whereby the title compound (510 mg) was yielded.